Dataset: the Open Reaction Database (ORD), a public repository of structured organic reaction records. Task: describe an organic reaction: reactants, conditions, products, and yield Starting materials: BrC1=C(C(=CC=C1)N)C (1-bromo-2-methyl-3-aminobenzene), ClC(Cl)(OC(OC(Cl)(Cl)Cl)=O)Cl (triphosgene). Solvent: C1(=CC=CC=C1)C (toluene). The product is BrC1=C(C(=CC=C1)N=C=O)C (1-bromo-3-isocyanato-2-methylbenzene). The yield is 106.3%. RXN SMILES: [Br:1][C:2]1[CH:7]=[CH:6][CH:5]=[C:4]([NH2:8])[C:3]=1[CH3:9].Cl[C:11](Cl)([O:13]C(=O)OC(Cl)(Cl)Cl)Cl>C1(C)C=CC=CC=1>[Br:1][C:2]1[CH:7]=[CH:6][CH:5]=[C:4]([N:8]=[C:11]=[O:13])[C:3]=1[CH3:9]. Reported procedure: A mixture of 1-bromo-2-methyl-3-aminobenzene 25.0 g, triphosgene 60.0 g and toluene 400 ml was stirred with heating under reflux for three hours. The reaction mixture after standing to cool was concentrated under reduced pressure to give 1-bromo-3-isocyanato-2-methylbenzene 30.3 g. Reactants: O=O (oxygen), C(C)(C)(C)P (t-Butyl phosphine), N#N (N2), BrC=1C2=CC=CC=C2C(=C2C=CC=CC12)C=O (9-Bromo-10-anthracenecarboxaldehyde). Reagents/catalysts: [Zn] (Zn), C=1C=CC(=CC1)/C=C/C(=O)/C=C/C2=CC=CC=C2.C=1C=CC(=CC1)/C=C/C(=O)/C=C/C2=CC=CC=C2.C=1C=CC(=CC1)/C=C/C(=O)/C=C/C2=CC=CC=C2.[Pd].[Pd] (Pd2(dba)3), [C-]#N.[C-]#N.[Zn+2] (Zn(CN)2). Solvent: CN(C(C)=O)C (DMAC), CN(C(C)=O)C (DMAC). Conditions: temperature 80 celsius, time 3 hour. Yields the product C(#N)C=1C2=CC=CC=C2C(=C2C=CC=CC12)C=O (9-Cyano-10-anthraldehyde). Yield: 89.0%. As a reaction SMILES: O=O.[N:3]#N.BrC1[C:7]2[C:12]([C:13]([CH:20]=[O:21])=[C:14]3C=1[CH:18]=[CH:17][CH:16]=[CH:15]3)=C[CH:10]=[CH:9][CH:8]=2.[C:22](P)([CH3:25])([CH3:24])[CH3:23]>CN(C)C(=O)C.[C-]#N.[C-]#N.[Zn+2].C1C=CC(/C=C/C(/C=C/C2C=CC=CC=2)=O)=CC=1.C1C=CC(/C=C/C(/C=C/C2C=CC=CC=2)=O)=CC=1.C1C=CC(/C=C/C(/C=C/C2C=CC=CC=2)=O)=CC=1.[Pd].[Pd].[Zn]>[C:23]([C:22]1[C:25]2[C:12]([C:13]([CH:20]=[O:21])=[C:14]3[C:24]=1[CH:18]=[CH:17][CH:16]=[CH:15]3)=[CH:7][CH:8]=[CH:9][CH:10]=2)#[N:3] |f:5.6.7,8.9.10.11.12|. Procedure details: DMAC (N,N-dimethylacetamide) was used as a solvent. As reaction is oxygen sensitive, DMAC was placed in three-necked round-bottomed flask equipped with a three-way stopcock with a vacuum line attached on one side and an ultra-dry N2 filled balloon on the other side. With this setup, the flask headspace could be readily evacuated and nitrogen gas admitted to the evacuated space. Thus, DMAC was kept under a N2 environment. To the three-necked flask Bromoaldehyde 6 (25 mg, 0.088 mmol), Zn(CN)2 (18.... Starting materials: BrC1=CC=C(C=C1)O (4-bromophenol), [H-].[Na+] (sodium hydride), COCCl (chloromethyl methyl ether). Run in CN(C=O)C (N,N-dimethylformamide). Conditions: time 8 hour. Product: BrC1=CCC(C=C1)(O)COC (4-Bromo-1-methoxymethylphenol). Yield: 84.0%. RXN SMILES: [Br:1][C:2]1[CH:7]=[CH:6][C:5]([OH:8])=[CH:4][CH:3]=1.[H-].[Na+].[CH3:11][O:12][CH2:13]Cl>CN(C)C=O>[Br:1][C:2]1[CH:7]=[CH:6][C:5]([CH2:11][O:12][CH3:13])([OH:8])[CH2:4][CH:3]=1 |f:1.2|. Reported procedure: Commercially available 4-bromophenol (17.3 g) was dissolved in N,N-dimethylformamide (90 ml), to which sodium hydride (2.64 g) was added while cooled in ice. After stirring at room temperature overnight, chloromethyl methyl ether (8.35 ml) was added, and the admixture was stirred for a further 1 hour. The reaction mixture was partitioned between water and ethyl acetate, and the ethyl acetate layer was dried with anhydrous magnesium sulfate. After removing the solvent by reduced-pressure distilla... Starting materials: ClC=1C=C(C=CC1Cl)C=1N=C(NC1)C=1C=CC(=NC1)N1CCNCC1 ({5-[4-(3,4-dichloro-phenyl)-1H-imidazol-2-yl]-pyridin-2-yl}-piperazine), O1C(=CC=C1)C(=O)Cl (furan-2-carbonyl chloride). The reagents and catalysts are CN(C1=CC=NC=C1)C (4-dimethylaminopyridine). Run in ClCCl (dichloromethane), C(Cl)(Cl)Cl (chloroform). Run at time 2 day. Yields the product ClC=1C=C(C=CC1Cl)C=1N=C(NC1)C=1C=CC(=NC1)N1CCN(CC1)C(=O)C=1OC=CC1 ((4-{5-[4-(3,4-Dichloro-phenyl)-1H-imidazol-2-yl]-pyridin-2-yl}-piperazin-1-yl)-furan-2-yl-methanone). Isolated yield 58.7%. As a reaction SMILES: [Cl:1][C:2]1[CH:3]=[C:4]([C:9]2[N:10]=[C:11]([C:14]3[CH:15]=[CH:16][C:17]([N:20]4[CH2:25][CH2:24][NH:23][CH2:22][CH2:21]4)=[N:18][CH:19]=3)[NH:12][CH:13]=2)[CH:5]=[CH:6][C:7]=1[Cl:8].[O:26]1[CH:30]=[CH:29][CH:28]=[C:27]1[C:31](Cl)=[O:32]>C(Cl)(Cl)Cl.CN(C)C1C=CN=CC=1.ClCCl>[Cl:1][C:2]1[CH:3]=[C:4]([C:9]2[N:10]=[C:11]([C:14]3[CH:15]=[CH:16][C:17]([N:20]4[CH2:25][CH2:24][N:23]([C:31]([C:27]5[O:26][CH:30]=[CH:29][CH:28]=5)=[O:32])[CH2:22][CH2:21]4)=[N:18][CH:19]=3)[NH:12][CH:13]=2)[CH:5]=[CH:6][C:7]=1[Cl:8]. Procedure details: To a solution of {5-[4-(3,4-dichloro-phenyl)-1H-imidazol-2-yl]-pyridin-2-yl}-piperazine (150 mg, 0.40 mmol) in chloroform (10 ml) was added 4-dimethylaminopyridine (50 mg, 0.44 mmol, 1.1 equiv), followed by furan-2-carbonyl chloride (40 μl, 53 mg, 0.44 mmol, 1.1 equiv). The reaction was stirred for two days at room temperature. The reaction mixture was then diluted with dichloromethane (10 ml) and extracted with an aqueous solution of saturated sodium bicarbonate (2×10 ml), dried over anhydrous ... The reactants are FC=1C=CC(=C2CC[C@H](C12)OC1=CC2=C([C@@H](CO2)CC(=O)OC)C=C1)B1OC(C(O1)(C)C)(C)C (methyl 2-((S)-6-((R)-7-fluoro-4-(4,4,5,5-tetramethyl-1,3,2-dioxaborolan-2-yl)-2,3-dihydro-1H-inden-1-yloxy)-2,3-dihydrobenzofuran-3-yl)acetate), C1(CCCCC1)P(C1=C(C=CC=C1)C1=C(C=CC=C1OC)OC)C1CCCCC1 (dicyclohexyl(2′,6′-dimethoxybiphenyl-2-yl)phosphine), BrC=1C(=C(C#N)C=CC1)C (3-bromo-2-methylbenzonitrile), [O-]P(=O)([O-])[O-].[K+].[K+].[K+] (K3PO4). Reagents/catalysts: C(C)(=O)[O-].[Pd+2].C(C)(=O)[O-] (Palladium-(II)-acetate). The solvent is C1(=CC=CC=C1)C (toluene). Run at temperature 100 celsius, time 4 hour. Product: C(#N)C=1C(=C(C=CC1)C1=C2CC[C@H](C2=C(C=C1)F)OC1=CC2=C([C@@H](CO2)CC(=O)OC)C=C1)C (Methyl 2-((3S)-6-((1R)-4-(3-cyano-2-methylphenyl)-7-fluoro-2,3-dihydro-1H-inden-1-yloxy)-2,3-dihydrobenzofuran-3-yl)acetate). RXN SMILES: [F:1][C:2]1[CH:3]=[CH:4][C:5](B2OC(C)(C)C(C)(C)O2)=[C:6]2[C:10]=1[C@H:9]([O:11][C:12]1[CH:25]=[CH:24][C:15]3[C@H:16]([CH2:19][C:20]([O:22][CH3:23])=[O:21])[CH2:17][O:18][C:14]=3[CH:13]=1)[CH2:8][CH2:7]2.Br[C:36]1[C:37]([CH3:44])=[C:38]([CH:41]=[CH:42][CH:43]=1)[C:39]#[N:40].[O-]P([O-])([O-])=O.[K+].[K+].[K+].C1(P(C2CCCCC2)C2C=CC=CC=2C2C(OC)=CC=CC=2OC)CCCCC1>C1(C)C=CC=CC=1.C([O-])(=O)C.[Pd+2].C([O-])(=O)C>[C:39]([C:38]1[C:37]([CH3:44])=[C:36]([C:5]2[CH:4]=[CH:3][C:2]([F:1])=[C:10]3[C:6]=2[CH2:7][CH2:8][C@H:9]3[O:11][C:12]2[CH:25]=[CH:24][C:15]3[C@H:16]([CH2:19][C:20]([O:22][CH3:23])=[O:21])[CH2:17][O:18][C:14]=3[CH:13]=2)[CH:43]=[CH:42][CH:41]=1)#[N:40] |f:2.3.4.5,8.9.10|. Procedure: In a microwave vial, methyl 2-((S)-6-((R)-7-fluoro-4-(4,4,5,5-tetramethyl-1,3,2-dioxaborolan-2-yl)-2,3-dihydro-1H-inden-1-yloxy)-2,3-dihydrobenzofuran-3-yl)acetate (200 mg), 3-bromo-2-methylbenzonitrile (169 mg), K3PO4 (274 mg), Palladium-(II)-acetate (10 mg) and dicyclohexyl(2′,6′-dimethoxybiphenyl-2-yl)phosphine (S-Phos) (18 mg) are suspended in toluene (10 mL) and water (2 mL) and purged for 10 minutes with argon. The vial is sealed and the mixture is stirred at 100° C. for 4 hours. After coo... Reactants: C(CCC)O (n-Butanol), BrC(C(=O)O)(Br)Br (tribromoacetic acid), C1(=CC=C(C=C1)S(=O)(=O)O)C (p-Toluenesulfonic acid). Solvent: C1(=CC=CC=C1)C (toluene). The product is C(CCC)OC(C(Br)(Br)Br)=O (n-Butyltribromoacetate). As a reaction SMILES: [CH2:1]([OH:5])[CH2:2][CH2:3][CH3:4].[Br:6][C:7]([Br:12])([Br:11])[C:8](O)=[O:9].C1(C)C=CC(S(O)(=O)=O)=CC=1>C1(C)C=CC=CC=1>[CH2:1]([O:5][C:8](=[O:9])[C:7]([Br:12])([Br:11])[Br:6])[CH2:2][CH2:3][CH3:4]. Reported procedure: n-Butanol (7.4 g) and tribromoacetic acid (29.6 g) were dissolved in toluene (100 ml). p-Toluenesulfonic acid (0.7 g) was added, and the solution was heated under reflux in a Dean and Stark apparatus. After 90 minutes water (2 ml) had been collected. The solvent was spun off on a rotary evaporator and the residue was distilled under water pump vacuum, collecting the fraction boiling between 120°-130° C. The fraction was redistilled yielding a colorless oil b.p. 128° C./15-18 mm (31 g).